Dataset: the Open Reaction Database (ORD), a public repository of structured organic reaction records. Task: describe an organic reaction: reactants, conditions, products, and yield Reactants: ClC1=CC=C(C=C1)I (1-chloro-4-iodo-benzene), COC(C1=CC(=CC=C1)CN(C(C#CC1=CC=CC=C1)=O)C1=C(C=C(C=C1)F)Cl)=O (3-{[(2-chloro-4-fluoro-phenyl)-(3-phenyl-propynoyl)-amino]-methyl}-benzoic acid methyl ester). Product: COC(C1=CC(=CC=C1)CN1C(/C(/C2=CC(=CC(=C12)Cl)F)=C(\C1=CC=CC=C1)/C1=CC=C(C=C1)Cl)=O)=O (3-{7-Chloro-3-[1-(4-chloro-phenyl)-1-phenyl-meth-(E)-ylidene]-5-fluoro-2-oxo-2,3-dihydro-indol-1-ylmethyl}-benzoic acid methyl ester). Reaction SMILES: [Cl:1][C:2]1[CH:7]=[CH:6][C:5](I)=[CH:4][CH:3]=1.[CH3:9][O:10][C:11](=[O:38])[C:12]1[CH:17]=[CH:16][CH:15]=[C:14]([CH2:18][N:19]([C:30]2[CH:35]=[CH:34][C:33]([F:36])=[CH:32][C:31]=2[Cl:37])[C:20](=[O:29])[C:21]#[C:22][C:23]2[CH:28]=[CH:27][CH:26]=[CH:25][CH:24]=2)[CH:13]=1>>[CH3:9][O:10][C:11](=[O:38])[C:12]1[CH:17]=[CH:16][CH:15]=[C:14]([CH2:18][N:19]2[C:30]3[C:35](=[CH:34][C:33]([F:36])=[CH:32][C:31]=3[Cl:37])/[C:21](=[C:22](\[C:5]3[CH:6]=[CH:7][C:2]([Cl:1])=[CH:3][CH:4]=3)/[C:23]3[CH:28]=[CH:27][CH:26]=[CH:25][CH:24]=3)/[C:20]2=[O:29])[CH:13]=1. Procedure: The title compound was prepared in analogy to Example 5 starting from 1-chloro-4-iodo-benzene (commercially available) and 3-{[(2-chloro-4-fluoro-phenyl)-(3-phenyl-propynoyl)-amino]-methyl}-benzoic acid methyl ester. 1H NMR (300 Hz, CDCl3): δppm 3.90 (s, 3H), 5.38 (s, 2H), 6.01 (dd, 1H), 6.80 (dd, 1H), 7.27-7.40 (m, 9H), 7.45-7.50 (m, 3H), 7.92 (m, 2H). Starting materials: Cl.CN(CCCN=C=NCC)C (1-(3-dimethylaminopropyl)-3-ethylcarbodiimide hydrochloride), [Br-].C(#N)C1=CC=C(C=C1)C=1N=C(SC1)[C@@H]([C@@](CN1N=C[N+](=C1)CC1=CC(=C(C(=C1)C)O)C)(O)C1=C(C=C(C=C1)F)F)C (1-[(2R,3R)-3-[4-(4-cyanophenyl)thiazol-2-yl]-2-(2,4-difluoro-phenyl)-2-hydroxybutyl]-4-(3,5-dimethyl-4-hydroxybenzyl)-1H-[1,2,4]triazol-4-ium bromide), C(=O)(OC(C)(C)C)N1[C@H](C(=O)O)CCC1 (Boc-(L)-proline), N,N-dimethylaminopyridine. Run in ClCCl (dichloromethane). Run at time 1.5 hour. Product: [Br-].C(#N)C1=CC=C(C=C1)C=1N=C(SC1)[C@@H]([C@@](CN1N=C[N+](=C1)CC1=CC(=C(C(=C1)C)OC(=O)[C@H]1N(CCC1)C(=O)OC(C)(C)C)C)(O)C1=C(C=C(C=C1)F)F)C (1-[(2R,3R)-3-[4-(4-cyanophenyl)thiazol-2-yl]-2-(2,4-difluorophenyl)-2-hydroxybutyl]-4-[(S)-3,5-dimethyl-4-(N-tert-butoxycarbonylpyrrolidine-2-carbonyloxy)benzyl]-1H-[1,2,4]triazol-4-ium bromide). Yield: 79.1%. RXN SMILES: [Br-:1].[C:2]([C:4]1[CH:9]=[CH:8][C:7]([C:10]2[N:11]=[C:12]([C@H:15]([CH3:42])[C@:16]([C:34]3[CH:39]=[CH:38][C:37]([F:40])=[CH:36][C:35]=3[F:41])([OH:33])[CH2:17][N:18]3[CH:22]=[N+:21]([CH2:23][C:24]4[CH:29]=[C:28]([CH3:30])[C:27]([OH:31])=[C:26]([CH3:32])[CH:25]=4)[CH:20]=[N:19]3)[S:13][CH:14]=2)=[CH:6][CH:5]=1)#[N:3].[C:43]([N:50]1[CH2:57][CH2:56][CH2:55][C@H:51]1[C:52](O)=[O:53])([O:45][C:46]([CH3:49])([CH3:48])[CH3:47])=[O:44].Cl.CN(C)CCCN=C=NCC>ClCCl>[Br-:1].[C:2]([C:4]1[CH:9]=[CH:8][C:7]([C:10]2[N:11]=[C:12]([C@H:15]([CH3:42])[C@:16]([C:34]3[CH:39]=[CH:38][C:37]([F:40])=[CH:36][C:35]=3[F:41])([OH:33])[CH2:17][N:18]3[CH:22]=[N+:21]([CH2:23][C:24]4[CH:29]=[C:28]([CH3:30])[C:27]([O:31][C:52]([C@@H:51]5[CH2:55][CH2:56][CH2:57][N:50]5[C:43]([O:45][C:46]([CH3:49])([CH3:48])[CH3:47])=[O:44])=[O:53])=[C:26]([CH3:32])[CH:25]=4)[CH:20]=[N:19]3)[S:13][CH:14]=2)=[CH:6][CH:5]=1)#[N:3] |f:0.1,3.4,6.7|. Procedure details: To a solution of 3 g of 3,5-dimethyl-4-hydroxybenzyl bromide in CH3CN(30 mL) was added 1.2 g of (1R,2R)-4-[2-[2-(2,4-difluorophenyl)-2-hydroxy-1-methyl-3-[1,2,4]triazol-1-yl-propyl]thiazol-4-yl]benzonitrile and stirring was continued for 2 h at room temperature. The precipitate was filtered and washed with ether to give 1.37 g(81 %y.) of 1-[(2R,3R)-3-[4-(4-cyanophenyl)thiazol-2-yl]-2-(2,4-difluorophenyl)-2-hydroxybutyl]-4-(3,5-dimethyl-4-hydroxy)benzyl-1H-[1,2,4]triazol-4-ium bromide(RoO9-3846) ... Reactants: C(C)(C)(C)OC(=O)NCC(O)C1=CSC=C1 (2-t-butoxycarbonylamino-1-(3-thienyl)ethanol), P(Cl)(Cl)(Cl)(Cl)Cl (phosphorus pentachloride), aqueous solution, [OH-].[Na+] (sodium hydroxide). Solvent: C(Cl)Cl (methylene chloride), C(Cl)Cl (methylene chloride). Reaction conditions: time 10 minute. The product is C(C)(C)(C)OC(=O)NCC(C1=CSC=C1)Cl (2-t-Butoxycarbonylamino-1-chloro-1-(3-thienyl)ethane). Isolated yield 55.8%. Reaction SMILES: [C:1]([O:5][C:6]([NH:8][CH2:9][CH:10]([C:12]1[CH:16]=[CH:15][S:14][CH:13]=1)O)=[O:7])([CH3:4])([CH3:3])[CH3:2].P(Cl)(Cl)(Cl)(Cl)[Cl:18].[OH-].[Na+]>C(Cl)Cl>[C:1]([O:5][C:6]([NH:8][CH2:9][CH:10]([Cl:18])[C:12]1[CH:16]=[CH:15][S:14][CH:13]=1)=[O:7])([CH3:4])([CH3:3])[CH3:2] |f:2.3|. Reported procedure: To a solution of 12.2 g of 2-t-butoxycarbonylamino-1-(3-thienyl)ethanol [prepared as described in step (a) above] in 100 ml of absolute methylene chloride was added a solution of 10.4 g of phosphorus pentachloride in 200 ml of absolute methylene chloride at 0° to -5° C. After the addition, the reaction mixture was stirred for 10 minutes. To the reaction mixture was added a 4N aqueous solution of sodium hydroxide, and the mixture was stirred for 5 minutes. The methylene chloride layer was separat... The reactants are C(C)(=O)OC(C)=O (acetic anhydride), N[C@@H](CCCCN)C(=O)O (L-lysine), N1=CC=CC=C1 (pyridine), O (water), C(C)(=O)OC(C)=O (acetic anhydride). Run at time 8 hour. Yields the product C(C)(=O)NC(CCCCNC(C)=O)C(=O)O (N,N'-diacetyl-DL-lysine). As a reaction SMILES: [NH2:1][C@H:2]([C:8]([OH:10])=[O:9])[CH2:3][CH2:4][CH2:5][CH2:6][NH2:7].N1[CH:16]=[CH:15]C=CC=1.[C:17](OC(=O)C)(=[O:19])[CH3:18].[OH2:24]>>[C:17]([NH:1][CH:2]([C:8]([OH:10])=[O:9])[CH2:3][CH2:4][CH2:5][CH2:6][NH:7][C:15](=[O:24])[CH3:16])(=[O:19])[CH3:18]. Procedure: A solution of 21.9 g (0.15 mol) of L-lysine, 20 ml of pyridine, and 20 ml of water is stirred at room temperature and 40 ml (0.41 mol) of acetic anhydride is added during a 2 hour period. The resulting solution was stirred overnight at room temperature. Another 20 ml of acetic anhydride are added and the solution heated at 40° C. for 2 hours to complete the reaction and the reaction mixture is evaporated to a syrup. The crude product is purified by passing a water solution over a column of 80 g ... Starting materials: CCCOc1ccccc1-c1nc2nc(SC)nnc2c(=O)[nH]1, C[O-], CO, Cl, [Na+], O. Yields the product CCCOc1ccccc1-c1nc2[nH]c(=O)nnc2c(=O)[nH]1. As a reaction SMILES: [CH3:1][S:2][c:3]1[n:4][n:5][c:6]2[c:7]([n:8]1)[n:9][c:10](-[c:14]1[c:15]([O:20][CH2:21][CH2:22][CH3:23])[cH:16][cH:17][cH:18][cH:19]1)[nH:11][c:12]2=[O:13].[CH3:24][O-:25].[CH3:28][OH:29].[ClH:27].[Na+:26].[OH2:30]>>[c:3]1(=[O:25])[n:4][n:5][c:6]2[c:7]([nH:8]1)[n:9][c:10](-[c:14]1[c:15]([O:20][CH2:21][CH2:22][CH3:23])[cH:16][cH:17][cH:18][cH:19]1)[nH:11][c:12]2=[O:13].